This data is from the Open Reaction Database (ORD), a public repository of structured organic reaction records. The task is: describe an organic reaction: reactants, conditions, products, and yield Starting materials: P(=O)(Cl)(Cl)Cl (Phosphoryl chloride), C[Si](C)(C)CC(=O)N (trimethylsilylacetamide), NC=1SC=C(N1)C(C(=O)O)=NOC(C)C (2-(2-amino-4-thiazolyl)-2-isopropoxyiminoacetic acid), Solution A, resultant solution, [Cl-].[Na+] (sodium chloride), solution A, C([O-])(O)=O.[Na+] (sodium bicarbonate), C[Si](C)(C)CC(=O)N (trimethylsilylacetamide), NC1[C@@H]2N(C(=CCS2)C(=O)OCC2=CC=C(C=C2)[N+](=O)[O-])C1=O (4-nitrobenzyl 7-amino-3-cephem-4-carboxylate). The solvent is O1CCCC1 (tetrahydrofuran), CN(C=O)C (N,N-dimethylformamide), O1CCCC1 (tetrahydrofuran), O (Water), O1CCCC1 (tetrahydrofuran). Run at time 1.5 hour. Product: NC=1SC=C(N1)C(C(=O)NC1[C@@H]2N(C(=CCS2)C(=O)OCC2=CC=C(C=C2)[N+](=O)[O-])C1=O)=NOC(C)C (4-nitrobenzyl 7-[2-(2-amino-4-thiazolyl)-2-isopropoxyiminoacetamido]-3-cephem-4-carboxylate). Yield: 94.4%. As a reaction SMILES: P(Cl)(Cl)(Cl)=O.C[Si](CC(N)=O)(C)C.[NH2:14][C:15]1[S:16][CH:17]=[C:18]([C:20](=[N:24][O:25][CH:26]([CH3:28])[CH3:27])[C:21]([OH:23])=O)[N:19]=1.[NH2:29][CH:30]1[C:50](=[O:51])[N:32]2[C:33]([C:37]([O:39][CH2:40][C:41]3[CH:46]=[CH:45][C:44]([N+:47]([O-:49])=[O:48])=[CH:43][CH:42]=3)=[O:38])=[CH:34][CH2:35][S:36][C@H:31]12.C(=O)(O)[O-].[Na+].[Cl-].[Na+]>O1CCCC1.O.CN(C)C=O>[NH2:14][C:15]1[S:16][CH:17]=[C:18]([C:20](=[N:24][O:25][CH:26]([CH3:28])[CH3:27])[C:21]([NH:29][CH:30]2[C:50](=[O:51])[N:32]3[C:33]([C:37]([O:39][CH2:40][C:41]4[CH:42]=[CH:43][C:44]([N+:47]([O-:49])=[O:48])=[CH:45][CH:46]=4)=[O:38])=[CH:34][CH2:35][S:36][C@H:31]23)=[O:23])[N:19]=1 |f:4.5,6.7|. Procedure details: Phosphoryl chloride (4.6 g.), trimethylsilylacetamide (0.95 g.) and N,N-dimethylformamide (1.2 g.) were added to a stirred suspension of 2-(2-amino-4-thiazolyl)-2-isopropoxyiminoacetic acid (syn isomer, 2.8 g.) in tetrahydrofuran (25 ml.) below 5° C. for 30 minutes [Solution A]. On the other hand, trimethylsilylacetamide (10.5 g.) was added to a suspension of 4-nitrobenzyl 7-amino-3-cephem-4-carboxylate (3.9 g.) in tetrahydrofuran (50 ml.), and stirred at room temperature for 1.5 hours. To the s... The reactants are FC1=C(C=C(C=C1)CCCC(=O)OC)C (Methyl 4-(4-fluoro-3-methylphenyl)butanoate), [N+](=O)([O-])[O-].[K+] (potassium nitrate), O (water). The solvent is S(O)(O)(=O)=O (sulfuric acid), S(O)(O)(=O)=O (sulfuric acid). Conditions: time 20 minute. The product is FC1=C(C=C(C(=C1)[N+](=O)[O-])CCCC(=O)OC)C (Methyl 4-(4-fluoro-3-methyl-6-nitrophenyl)butanoate). RXN SMILES: [F:1][C:2]1[CH:7]=[CH:6][C:5]([CH2:8][CH2:9][CH2:10][C:11]([O:13][CH3:14])=[O:12])=[CH:4][C:3]=1[CH3:15].[N+:16]([O-])([O-:18])=[O:17].[K+].O>S(=O)(=O)(O)O>[F:1][C:2]1[CH:7]=[C:6]([N+:16]([O-:18])=[O:17])[C:5]([CH2:8][CH2:9][CH2:10][C:11]([O:13][CH3:14])=[O:12])=[CH:4][C:3]=1[CH3:15] |f:1.2|. Procedure details: The compound obtained in (2) above (10.9 gm) was added to 6 ml of cold concentrated sulfuric acid, and to the mixture was dropwise added 5.8 gm of potassium nitrate in 15 ml of concentrated sulfuric acid, while maintaining the internal temperature below 5° C. After the addition, the mixture was stirred for a further 20 minutes. The reaction product was poured into ice-coled water and extracted with ethyl acetate. The ethyl acetate layer was dried over anhydrous sodium sulfate and the solvent was... Reactants: CCCCC(CN)c1cccc(C)c1, CCCCCC, CC(C)c1cccc(C(C)C)c1N=C=O. The product is CCCCC(CNC(=O)Nc1c(C(C)C)cccc1C(C)C)c1cccc(C)c1. As a reaction SMILES: [CH3:1][c:2]1[cH:3][c:4]([CH:8]([CH2:9][NH2:10])[CH2:11][CH2:12][CH2:13][CH3:14])[cH:5][cH:6][cH:7]1.[CH3:30][CH2:31][CH2:32][CH2:33][CH2:34][CH3:35].[CH:15]([CH3:16])([CH3:17])[c:18]1[c:19]([N:27]=[C:28]=[O:29])[c:20]([CH:24]([CH3:25])[CH3:26])[cH:21][cH:22][cH:23]1>>[CH3:1][c:2]1[cH:3][c:4]([CH:8]([CH2:9][NH:10][C:28]([NH:27][c:19]2[c:18]([CH:15]([CH3:16])[CH3:17])[cH:23][cH:22][cH:21][c:20]2[CH:24]([CH3:25])[CH3:26])=[O:29])[CH2:11][CH2:12][CH2:13][CH3:14])[cH:5][cH:6][cH:7]1. The reactants are CCCCOC(=O)c1ccc2c(c1)CCC2NC1CCC(C(C)(C)C)CC1, ClCCCl, CC(C)c1ccc(CC(=O)O)cc1, CCN(C(C)C)C(C)C, [Na+], O=C([O-])O, On1nnc2ccccc21. Yields the product CCCCOC(=O)c1ccc2c(c1)CCC2N(C(=O)Cc1ccc(C(C)C)cc1)C1CCC(C(C)(C)C)CC1. RXN SMILES: [C:1]([CH3:2])([CH3:3])([CH3:4])[CH:5]1[CH2:6][CH2:7][CH:8]([NH:11][CH:12]2[CH2:13][CH2:14][c:15]3[cH:16][c:17]([C:21](=[O:22])[O:23][CH2:24][CH2:25][CH2:26][CH3:27])[cH:18][cH:19][c:20]32)[CH2:9][CH2:10]1.[CH2:41]([Cl:42])[CH2:43][Cl:44].[CH:28]([CH3:29])([CH3:30])[c:31]1[cH:32][cH:33][c:34]([CH2:37][C:38](=[O:39])[OH:40])[cH:35][cH:36]1.[CH:55]([N:56]([CH2:57][CH3:58])[CH:59]([CH3:60])[CH3:61])([CH3:62])[CH3:63].[Na+:68].[O-:64][C:65]([OH:66])=[O:67].[OH:45][n:46]1[c:47]2[c:48]([cH:49][cH:50][cH:51][cH:52]2)[n:53][n:54]1>>[C:1]([CH3:2])([CH3:3])([CH3:4])[CH:5]1[CH2:6][CH2:7][CH:8]([N:11]([CH:12]2[CH2:13][CH2:14][c:15]3[cH:16][c:17]([C:21](=[O:22])[O:23][CH2:24][CH2:25][CH2:26][CH3:27])[cH:18][cH:19][c:20]32)[C:38]([CH2:37][c:34]2[cH:33][cH:32][c:31]([CH:28]([CH3:29])[CH3:30])[cH:36][cH:35]2)=[O:39])[CH2:9][CH2:10]1. Reported procedure: Following the procedure described in Preparation 57, 160 mg of 6-acetoxy-4-hydroxy-2,5,7,8-tetramethyl-2-(4-nitrophenoxymethyl)chroman (prepared as described in Preparation 48), 10 mg of p-toluenesulfonic acid and 2 ml of benzene gave the title compound. The reactants are C(C)(=O)OC=1C(=C2C(CC(OC2=C(C1C)C)(COC1=CC=C(C=C1)[N+](=O)[O-])C)O)C (6-acetoxy-4-hydroxy-2,5,7,8-tetramethyl-2-(4-nitrophenoxymethyl)chroman), C1(=CC=C(C=C1)S(=O)(=O)O)C (p-toluenesulfonic acid). As a reaction SMILES: [C:1]([O:4][C:5]1[C:6]([CH3:30])=[C:7]2[C:12](=[C:13]([CH3:16])[C:14]=1[CH3:15])[O:11][C:10]([CH3:28])([CH2:17][O:18][C:19]1[CH:24]=[CH:23][C:22]([N+:25]([O-:27])=[O:26])=[CH:21][CH:20]=1)[CH2:9][CH:8]2O)(=[O:3])[CH3:2].C1(C)C=CC(S(O)(=O)=O)=CC=1>C1C=CC=CC=1>[C:1]([O:4][C:5]1[C:6]([CH3:30])=[C:7]2[C:12](=[C:13]([CH3:16])[C:14]=1[CH3:15])[O:11][C:10]([CH3:28])([CH2:17][O:18][C:19]1[CH:20]=[CH:21][C:22]([N+:25]([O-:27])=[O:26])=[CH:23][CH:24]=1)[CH:9]=[CH:8]2)(=[O:3])[CH3:2]. The product is C(C)(=O)OC=1C(=C2C=CC(OC2=C(C1C)C)(COC1=CC=C(C=C1)[N+](=O)[O-])C)C (6-Acetoxy-2,5,7,8-tetramethyl-2-(4-nitrophenoxymethyl)-2H-chromene). Run in C1=CC=CC=C1 (benzene). The reactants are CC(C)Cc1cc(-c2cccc(Cn3ccnc3Br)c2)c(S(=O)(=O)NC(C)(C)C)s1, Cc1ccccc1, CCO, CCOC(C)=O, [Na+], [OH-], c1ccc(P(c2ccccc2)(c2ccccc2)[Pd](P(c2ccccc2)(c2ccccc2)c2ccccc2)(P(c2ccccc2)(c2ccccc2)c2ccccc2)P(c2ccccc2)(c2ccccc2)c2ccccc2)cc1, OB(O)c1cccs1. Yields the product CC(C)Cc1cc(-c2cccc(Cn3ccnc3-c3cccs3)c2)c(S(=O)(=O)NC(C)(C)C)s1. As a reaction SMILES: [Br:1][c:2]1[n:3]([CH2:7][c:8]2[cH:9][c:10](-[c:14]3[c:15]([S:23](=[O:24])(=[O:25])[NH:26][C:27]([CH3:28])([CH3:29])[CH3:30])[s:16][c:17]([CH2:19][CH:20]([CH3:21])[CH3:22])[cH:18]3)[cH:11][cH:12][cH:13]2)[cH:4][cH:5][n:6]1.[CH3:41][c:42]1[cH:43][cH:44][cH:45][cH:46][cH:47]1.[CH3:48][CH2:49][OH:50].[CH3:51][CH2:52][O:53][C:54]([CH3:55])=[O:56].[Na+:40].[OH-:39].[cH:57]1[cH:58][cH:59][c:60]([P:61]([Pd:62]([P:63]([c:64]2[cH:65][cH:66][cH:67][cH:68][cH:69]2)([c:70]2[cH:71][cH:72][cH:73][cH:74][cH:75]2)[c:76]2[cH:77][cH:78][cH:79][cH:80][cH:81]2)([P:82]([c:83]2[cH:84][cH:85][cH:86][cH:87][cH:88]2)([c:89]2[cH:90][cH:91][cH:92][cH:93][cH:94]2)[c:95]2[cH:96][cH:97][cH:98][cH:99][cH:100]2)[P:101]([c:102]2[cH:103][cH:104][cH:105][cH:106][cH:107]2)([c:108]2[cH:109][cH:110][cH:111][cH:112][cH:113]2)[c:114]2[cH:115][cH:116][cH:117][cH:118][cH:119]2)([c:120]2[cH:121][cH:122][cH:123][cH:124][cH:125]2)[c:126]2[cH:127][cH:128][cH:129][cH:130][cH:131]2)[cH:132][cH:133]1.[s:31]1[c:32]([B:36]([OH:37])[OH:38])[cH:33][cH:34][cH:35]1>>[c:2]1(-[c:32]2[s:31][cH:35][cH:34][cH:33]2)[n:3]([CH2:7][c:8]2[cH:9][c:10](-[c:14]3[c:15]([S:23](=[O:24])(=[O:25])[NH:26][C:27]([CH3:28])([CH3:29])[CH3:30])[s:16][c:17]([CH2:19][CH:20]([CH3:21])[CH3:22])[cH:18]3)[cH:11][cH:12][cH:13]2)[cH:4][cH:5][n:6]1.